Dataset: the Open Reaction Database (ORD), a public repository of structured organic reaction records. Task: describe an organic reaction: reactants, conditions, products, and yield Reactants: C(C)C=1C=C(SC1C=O)C(=O)O (4-ethyl-5-formyl-thiophene-2-carboxylic acid), C(C)C1=C(OC[C@H](CNC(CO)=O)O)C(=CC(=C1)C1=NOC(=N1)C=1SC(=C(C1C)C)C=O)C (N—((S)-3-{2-ethyl-4-[5-(5-formyl-3,4-dimethyl-thiophen-2-yl)-[1,2,4]oxadiazol-3-yl]-6-methyl-phenoxy}-2-hydroxy-propyl)-2-hydroxy-acetamide). The product is C(C)C1=C(OC[C@H](CNC(CO)=O)O)C(=CC(=C1)C1=NOC(=N1)C=1SC(=C(C1)CC)C=O)C (N—((S)-3-(2-Ethyl-4-[5-(4-ethyl-5-formyl-thiophen-2-yl)-[1,2,4]oxadiazol-3-yl]-6-methyl-phenoxy}-2-hydroxy-propyl)-2-hydroxy-acetamide). RXN SMILES: C(C1C=C(C(O)=O)SC=1C=O)C.[CH2:13]([C:15]1[CH:30]=[C:29]([C:31]2[N:35]=[C:34]([C:36]3[S:37][C:38]([CH:43]=[O:44])=[C:39]([CH3:42])[C:40]=3[CH3:41])[O:33][N:32]=2)[CH:28]=[C:27]([CH3:45])[C:16]=1[O:17][CH2:18][C@@H:19]([OH:26])[CH2:20][NH:21][C:22](=[O:25])[CH2:23][OH:24])[CH3:14]>>[CH2:13]([C:15]1[CH:30]=[C:29]([C:31]2[N:35]=[C:34]([C:36]3[S:37][C:38]([CH:43]=[O:44])=[C:39]([CH2:40][CH3:41])[CH:42]=3)[O:33][N:32]=2)[CH:28]=[C:27]([CH3:45])[C:16]=1[O:17][CH2:18][C@@H:19]([OH:26])[CH2:20][NH:21][C:22](=[O:25])[CH2:23][OH:24])[CH3:14]. Procedure: The title compound is prepared according to Method E starting from 4-ethyl-5-formyl-thiophene-2-carboxylic acid and N—((S)-3-{2-ethyl-4-[5-(5-formyl-3,4-dimethyl-thiophen-2-yl)-[1,2,4]oxadiazol-3-yl]-6-methyl-phenoxy}-2-hydroxy-propyl)-2-hydroxy-acetamide; LC-MS: tR=0.73 min; [M+1]+=474.20. Reactants: 8g, [H-].[Na+] (sodium hydride), 23g, C1(=CC=CC=C1)C1=NNC=C1 (3-phenylpyrazole), BrCC(=O)OCC (ethyl bromoacetate), O (water). Run in CN(C)C=O (DMF). Reaction conditions: temperature 100 celsius, time 1 hour. The product is C1(=CC=CC=C1)C1=NN(C=C1)CC(=O)OCC (ethyl 3-phenyl-1H-pyrazole-1-acetate). As a reaction SMILES: [H-].[Na+].[C:3]1([C:9]2[CH:13]=[CH:12][NH:11][N:10]=2)[CH:8]=[CH:7][CH:6]=[CH:5][CH:4]=1.Br[CH2:15][C:16]([O:18][CH2:19][CH3:20])=[O:17].O>CN(C=O)C>[C:3]1([C:9]2[CH:13]=[CH:12][N:11]([CH2:15][C:16]([O:18][CH2:19][CH3:20])=[O:17])[N:10]=2)[CH:4]=[CH:5][CH:6]=[CH:7][CH:8]=1 |f:0.1|. Procedure: To a slurry of 8g (0.2 mol) of sodium hydride in 100 mL of DMF at room temperature was added 23g (0.16 mol) of 3-phenylpyrazole. The mixture was stirred 1 hr and 17.8 mL (0.16 mol) of ethyl bromoacetate was added. The reaction was heated at about 100° C. for 2 hr, cooled, poured into water, extracted into methylene chloride, dried over magnesium sulfate and stripped. The resulting oil was chromatographed on silica gel HPLC using 25% ethyl acetate in hexane. The first, and major, component to elu...